This data is from the Open Reaction Database (ORD), a public repository of structured organic reaction records. The task is: describe an organic reaction: reactants, conditions, products, and yield Reactants: C=CCOC(=O)N1CC=C(c2csc(S)n2)CC1CO[Si](C)(C)C(C)(C)C, O, Cc1ccc(S(=O)(=O)O)cc1. The product is C=CCOC(=O)N1CC=C(c2csc(S)n2)CC1CO. Reaction SMILES: [C:1]([Si:2]([CH3:3])([CH3:4])[O:6][CH2:7][CH:8]1[N:9]([C:20](=[O:21])[O:22][CH2:23][CH:24]=[CH2:25])[CH2:10][CH:11]=[C:12]([c:14]2[n:15][c:16]([SH:19])[s:17][cH:18]2)[CH2:13]1)([CH3:5])([CH3:26])[CH3:27].[OH2:28].[c:29]1([CH3:30])[cH:31][cH:32][c:33]([S:34]([OH:35])(=[O:36])=[O:37])[cH:38][cH:39]1>>[OH:6][CH2:7][CH:8]1[N:9]([C:20](=[O:21])[O:22][CH2:23][CH:24]=[CH2:25])[CH2:10][CH:11]=[C:12]([c:14]2[n:15][c:16]([SH:19])[s:17][cH:18]2)[CH2:13]1. The reactants are Cc1cc2ncc3cc(-c4ccccc4)c(-c4ccc(C5(NC(=O)OC(C)(C)C)CCC5)cc4)nc3n2n1, ClCCl, O=C(O)C(F)(F)F. Product: Cc1cc2ncc3cc(-c4ccccc4)c(-c4ccc(C5(N)CCC5)cc4)nc3n2n1. Reaction SMILES: [C:1]([O:2][C:3](=[O:4])[NH:7][C:8]1([c:12]2[cH:13][cH:14][c:15](-[c:18]3[c:19](-[c:32]4[cH:33][cH:34][cH:35][cH:36][cH:37]4)[cH:20][c:21]4[cH:22][n:23][c:24]5[n:25]([c:26]4[n:27]3)[n:28][c:29]([CH3:31])[cH:30]5)[cH:16][cH:17]2)[CH2:9][CH2:10][CH2:11]1)([CH3:5])([CH3:6])[CH3:38].[Cl:46][CH2:47][Cl:48].[OH:39][C:40]([C:41]([F:42])([F:43])[F:44])=[O:45]>>[NH2:7][C:8]1([c:12]2[cH:13][cH:14][c:15](-[c:18]3[c:19](-[c:32]4[cH:33][cH:34][cH:35][cH:36][cH:37]4)[cH:20][c:21]4[cH:22][n:23][c:24]5[n:25]([c:26]4[n:27]3)[n:28][c:29]([CH3:31])[cH:30]5)[cH:16][cH:17]2)[CH2:9][CH2:10][CH2:11]1. The reactants are C1CCOC1, CCCCC(O)CC, Nc1ccc2cccc(O)c2n1. As a reaction SMILES: [CH2:21]1[O:22][CH2:23][CH2:24][CH2:25]1.[CH3:13][CH2:14][CH:15]([CH2:16][CH2:17][CH2:18][CH3:19])[OH:20].[NH2:1][c:2]1[n:3][c:4]2[c:5]([OH:12])[cH:6][cH:7][cH:8][c:9]2[cH:10][cH:11]1>>[NH2:1][c:2]1[n:3][c:4]2[c:5]([O:12][CH:15]([CH2:14][CH3:13])[CH2:16][CH2:17][CH2:18][CH3:19])[cH:6][cH:7][cH:8][c:9]2[cH:10][cH:11]1. Product: CCCCC(CC)Oc1cccc2ccc(N)nc12. Starting materials: SO2Cl2, Cl.ClCCN (2-chloroethylamine hydrochloride), CS(=O)C (DMSO), C(=O)([O-])[O-].[K+].[K+] (K2CO3), BrC=1C=C(N)C=CC1 (3-bromoaniline), TEA. Solvent: CC#N (CH3CN), O (H2O), CCOCC (Et2O), CCOC(=O)C (EtOAc). Run at time 16 hour. The product is BrC=1C=C(C=CC1)N1S(NCC1)(=O)=O (2-(3-bromophenyl)-1,2,5-thiadiazolidine 1,1-dioxide). RXN SMILES: Cl.Cl[CH2:3][CH2:4][NH2:5].[Br:6][C:7]1[CH:8]=[C:9]([CH:11]=[CH:12][CH:13]=1)[NH2:10].C[S:15](C)=[O:16].C([O-])([O-])=[O:19].[K+].[K+]>CC#N.CCOCC.CCOC(C)=O.O>[Br:6][C:7]1[CH:8]=[C:9]([N:10]2[CH2:3][CH2:4][NH:5][S:15]2(=[O:16])=[O:19])[CH:11]=[CH:12][CH:13]=1 |f:0.1,4.5.6|. Procedure: A solution of SO2Cl2 (12.6 mL, 0.155 mol) and 2-chloroethylamine hydrochloride (3.0 g, 25.9 mmol) in CH3CN (100 mL) was stirred at 75° C. for 16 hr. The solution was concentrated and the residue dried in vacuo. The residue was then extracted with two 15 mL portions of Et2O and the combined washes then added dropwise to a solution of 3-bromoaniline (1.70 mL, 15.5 mmol) and TEA (7.20 mL, 51.7 mmol) in Et2O (15 mL) at −78° C. After stirring at room temperature for 16 hr, the mixture was diluted wit... Reactants: CC1=CC=C2C(=N1)C=CO2 (5-Methylfuro[3,2-b]pyridine), CC(C)(C#N)N=NC(C)(C)C#N (AIBN), C1CC(=O)N(C1=O)Br (NBS), C1CC(=O)N(C1=O)Br (NBS). Run in NH4OAc. Run at temperature 75 celsius, time 1 hour. Product: BrCC1=CC=C2C(=N1)C=CO2 (5-(Bromomethyl)furo[3,2-b]pyridine). As a reaction SMILES: [CH3:1][C:2]1[N:7]=[C:6]2[CH:8]=[CH:9][O:10][C:5]2=[CH:4][CH:3]=1.CC(N=NC(C#N)(C)C)(C#N)C.C1C(=O)N([Br:30])C(=O)C1>>[Br:30][CH2:1][C:2]1[N:7]=[C:6]2[CH:8]=[CH:9][O:10][C:5]2=[CH:4][CH:3]=1. Reported procedure: To a solution of 1.46 g (11.0 mmol) of 5-methylfuro[3,2b]pyridine (from Step 2) and 100 mg AIBN in 35 mL of CC14 was added 2.1 g (11.6 mmol) of NBS. The mixture was stirred at 75° C. under radiation from a 150 W spot light for 1 hr. Another portion of NBS was added (1.0 g) and the reaction was allowed to proceed for another 1.5 hr. The reaction was allowed to cool to r.t., diluted with aqueous NH4OAc 25% w/v (150 mL) and the mixture was extracted with EtOAc. The organic layer was dried over MgSO...